This data is from the Open Reaction Database (ORD), a public repository of structured organic reaction records. The task is: describe an organic reaction: reactants, conditions, products, and yield Reactants: CC(=O)C1=CC(=C(C=C1)OC)OC (3,4-dimethoxyacetophenone), C([O-])([O-])=O.[Na+].[Na+] (sodium carbonate). The reagents and catalysts are C1=CC=C(C=C1)P(C2=CC=CC=C2)C3=CC=CC=C3.C1=CC=C(C=C1)P(C2=CC=CC=C2)C3=CC=CC=C3.C1=CC=C(C=C1)P(C2=CC=CC=C2)C3=CC=CC=C3.[Cl-].[Cl-].[Ru+2] (Tris(triphenylphosphine)ruthenium(II) chloride), [Fe] (Fe). Run in C1(=CC=CC=C1)C (toluene), C1(=CC=CC=C1)C (toluene). Reaction conditions: temperature 120 celsius, time 1 hour. The product is COC=1C=C(C=CC1OC)C(C)O (1-(3,4-dimethoxyphenyl)ethanol). Reaction SMILES: [CH3:1][C:2]([C:4]1[CH:9]=[CH:8][C:7]([O:10][CH3:11])=[C:6]([O:12][CH3:13])[CH:5]=1)=[O:3].C(=O)([O-])[O-].[Na+].[Na+]>C1(C)C=CC=CC=1.C1C=CC(P(C2C=CC=CC=2)C2C=CC=CC=2)=CC=1.C1C=CC(P(C2C=CC=CC=2)C2C=CC=CC=2)=CC=1.C1C=CC(P(C2C=CC=CC=2)C2C=CC=CC=2)=CC=1.[Cl-].[Cl-].[Ru+2].[Fe]>[CH3:13][O:12][C:6]1[CH:5]=[C:4]([CH:2]([OH:3])[CH3:1])[CH:9]=[CH:8][C:7]=1[O:10][CH3:11] |f:1.2.3,5.6.7.8.9.10|. Procedure: Tris(triphenylphosphine)ruthenium(II) chloride (0.38 mg, 0.4 μmol, 0.1 mol %) and a chiral ligand (M=Fe, R=t-Bu, Ar=C6H5—, 0.26 μmol, 0.065 mol %) were dissolved in toluene (3 mL) under nitrogen atmosphere, and then heated and stirred for 1 h at 120° C. After the mixture was cooled to room temperature, 3,4-dimethoxyacetophenone (0.4 mmol), toluene (2 mL) and an aqueous solution of sodium carbonate (0.4 mL, 0.2 M) were added thereto. Thereafter, the reaction system was placed in an autoclave, and... Starting materials: B.[Na] (sodium boron hydride), C(C)OC=1C=C(C=CC1OCC)C=1SC=C(N1)C1=CC(=C(C(=C1)CC=O)O)C(=O)OC (2-(3,4-diethoxyphenyl)-4-(3-methoxycarbonyl-4-hydroxy-5-formylmethylphenyl)thiazole). Solvent: CO (methanol). The product is C(C)OC=1C=C(C=CC1OCC)C=1SC=C(N1)C1=CC(=C(C(=C1)CCO)O)C(=O)OC (2-(3,4-diethoxyphenyl)-4-[3-methoxycarbonyl-4-hydroxy-5-(2-hydroxyethyl)phenyl]-thiazole). Isolated yield 43.6%. RXN SMILES: B.[Na].[CH2:3]([O:5][C:6]1[CH:7]=[C:8]([C:15]2[S:16][CH:17]=[C:18]([C:20]3[CH:25]=[C:24]([CH2:26][CH:27]=[O:28])[C:23]([OH:29])=[C:22]([C:30]([O:32][CH3:33])=[O:31])[CH:21]=3)[N:19]=2)[CH:9]=[CH:10][C:11]=1[O:12][CH2:13][CH3:14])[CH3:4]>CO>[CH2:3]([O:5][C:6]1[CH:7]=[C:8]([C:15]2[S:16][CH:17]=[C:18]([C:20]3[CH:25]=[C:24]([CH2:26][CH2:27][OH:28])[C:23]([OH:29])=[C:22]([C:30]([O:32][CH3:33])=[O:31])[CH:21]=3)[N:19]=2)[CH:9]=[CH:10][C:11]=1[O:12][CH2:13][CH3:14])[CH3:4] |f:0.1,^1:1|. Reported procedure: 111 mg of sodium boron hydride was added to a solution of 1.3 g of 2-(3,4-diethoxyphenyl)-4-(3-methoxycarbonyl-4-hydroxy-5-formylmethylphenyl)thiazole in 30 ml of methanol, with stirring under ice-cooling. The mixture was stirred at the same temperature for 30 minutes. After the completion of a reaction, the solvent was removed by distillation. The residue was purified by silica gel column chromatography (eluent: dichloromethane/n-hexane =4/1) and recrystallized from diethyl ether to obtain 570 ... The reactants are C1=C(C=CC2=CC=CC=C12)COC(C(=O)Cl)(C(F)(F)F)C ((±)-2-(2-naphthylmethoxy)-3,3,3-trifluoro-2-methylpropionyl chloride), N1=CC(=CC=C1)CO (3-pyridylmethanol), N1=CC=CC=C1 (pyridine). The solvent is C(C)(=O)OCC (ethyl acetate), C(C)O (ethanol), C(C)N(CC)CC (triethylamine), C1=CC=CC=C1 (benzene), C1=CC=CC=C1 (benzene), light petroleum. Conditions: temperature 5 celsius, time 1 hour. Product: N1=CC(=CC=C1)COC(C(C(F)(F)F)(C)OCC1=CC2=CC=CC=C2C=C1)=O ((±)-3-pyridylmethyl-2-(2-naphthylmethoxy)-3,3,3-trifluoro-2-methylpropionate). Isolated yield 91.1%. RXN SMILES: [CH:1]1[C:10]2[C:5](=[CH:6][CH:7]=[CH:8][CH:9]=2)[CH:4]=[CH:3][C:2]=1[CH2:11][O:12][C:13]([CH3:21])([C:17]([F:20])([F:19])[F:18])[C:14](Cl)=[O:15].[N:22]1[CH:27]=[CH:26][CH:25]=[C:24]([CH2:28][OH:29])[CH:23]=1.N1C=CC=CC=1>C1C=CC=CC=1.C(OCC)(=O)C.C(O)C.C(N(CC)CC)C>[N:22]1[CH:27]=[CH:26][CH:25]=[C:24]([CH2:28][O:29][C:14](=[O:15])[C:13]([O:12][CH2:11][C:2]2[CH:3]=[CH:4][C:5]3[C:10](=[CH:9][CH:8]=[CH:7][CH:6]=3)[CH:1]=2)([CH3:21])[C:17]([F:19])([F:20])[F:18])[CH:23]=1. Reported procedure: A solution of (±)-2-(2-naphthylmethoxy)-3,3,3-trifluoro-2-methylpropionyl chloride (4.3 g.) in benzene (20 ml.) is added, dropwise below 10° C., to a stirred solution of 3-pyridylmethanol (1.20 g.) and pyridine (1.10 g.) in benzene (20 ml.) and light petroleum (5 ml. b.p. 40°-60° C.). The mixture is stirred at 5° C. for 1 hour, and at ambient temperature for 18 hours. The mixture is filtered. The filtrate is diluted with ether, washed with water, aqueous sodium carbonate and water, dried with so... The reactants are CC(C)(C)C(=O)Nc1ccc(Br)cc1F, C=C(OCC)[Sn](CCCC)(CCCC)CCCC, Cc1ccccc1. The product is CC(=O)c1ccc(NC(=O)C(C)(C)C)c(F)c1. Reaction SMILES: [Br:1][c:2]1[cH:3][c:4]([F:15])[c:5]([NH:6][C:7]([C:8]([CH3:9])([CH3:10])[CH3:11])=[O:12])[cH:13][cH:14]1.[CH2:16]([CH3:17])[O:18][C:19]([Sn:20]([CH2:21][CH2:22][CH2:23][CH3:24])([CH2:25][CH2:26][CH2:27][CH3:28])[CH2:29][CH2:30][CH2:31][CH3:32])=[CH2:33].[CH3:34][c:35]1[cH:36][cH:37][cH:38][cH:39][cH:40]1>>[c:2]1([C:16]([CH3:17])=[O:18])[cH:3][c:4]([F:15])[c:5]([NH:6][C:7]([C:8]([CH3:9])([CH3:10])[CH3:11])=[O:12])[cH:13][cH:14]1. Starting materials: COC(=O)C(Br)Cc1ccccc1, O=C(COCc1ccccc1)N1CCOCC1, C1CCOC1, C[Si](C)(C)[N-][Si](C)(C)C, [K+]. Product: COC(=O)C(Cc1ccccc1)C(OCc1ccccc1)C(=O)N1CCOCC1. RXN SMILES: [Br:28][CH:29]([C:30](=[O:31])[O:32][CH3:33])[CH2:34][c:35]1[cH:36][cH:37][cH:38][cH:39][cH:40]1.[CH2:1]([c:2]1[cH:3][cH:4][cH:5][cH:6][cH:7]1)[O:8][CH2:9][C:10](=[O:11])[N:12]1[CH2:13][CH2:14][O:15][CH2:16][CH2:17]1.[CH2:41]1[O:42][CH2:43][CH2:44][CH2:45]1.[CH3:18][Si:19]([N-:20][Si:21]([CH3:22])([CH3:23])[CH3:24])([CH3:25])[CH3:26].[K+:27]>>[CH2:1]([c:2]1[cH:3][cH:4][cH:5][cH:6][cH:7]1)[O:8][CH:9]([C:10](=[O:11])[N:12]1[CH2:13][CH2:14][O:15][CH2:16][CH2:17]1)[CH:29]([C:30](=[O:31])[O:32][CH3:33])[CH2:34][c:35]1[cH:36][cH:37][cH:38][cH:39][cH:40]1. Run at time 22 hour. Product: C(#CCCCCCC)C1=CC2=CC=CC=C2C=C1 (2-(1-octynyl)naphthalene). Reactants: C#CCCCCCC (1-octyne), C1(=CC=CC=C1)C#C (phenylacetylene), C1=C(C=CC2=CC=CC=C12)C#N (2-naphthonitrile). The solvent is C(C1=CC=CC=C1)#N (benzonitrile). Procedure: The procedure was identical to Example 2, with the exception that 1-octyne (0.590 ml; 0.441 g; 4.00 mmol) was used as a substrate instead of phenylacetylene and 2-naphthonitrile (0.306 g; 2.00 mmol) was used as a substrate instead of benzonitrile. GC analysis of the organic phase of the hydrolyzed reaction sample after 22 h at 65° C. showed the presence of 1.98 mmol (99% yield) of 2-(1-octynyl)naphthalene and no remaining 2-naphthonitrile in the reaction mixture. Reaction SMILES: [CH:1]#[C:2][CH2:3][CH2:4][CH2:5][CH2:6][CH2:7]C.C1(C#C)C=CC=CC=1.[CH:17]1[C:26]2[C:21](=[CH:22][CH:23]=[CH:24][CH:25]=2)[CH:20]=[CH:19][C:18]=1[C:27]#N>C(#N)C1C=CC=CC=1>[C:27]([C:18]1[CH:19]=[CH:20][C:21]2[C:26](=[CH:25][CH:24]=[CH:23][CH:22]=2)[CH:17]=1)#[C:1][CH2:2][CH2:3][CH2:4][CH2:5][CH2:6][CH3:7]. Yield: 99.0%.